From a dataset of the Open Reaction Database (ORD), a public repository of structured organic reaction records. describe an organic reaction: reactants, conditions, products, and yield Reactants: FC(C=1N=C(SC1)C(=O)O)(F)F (4-(trifluoromethyl)-1,3-thiazole-2-carboxylic acid), NC1=C(C=CC(=C1Cl)OC)C(C)=O (1-(2-amino-3-chloro-4-methoxyphenyl)-ethanone), C(C)(=O)C1=C(C=C(C=C1)OC)NC(=O)C=1SC=C(N1)C(C)C (N-(2-acetyl-5-methoxyphenyl)-4-isopropylthiazole-2-carboxamide). The product is C(C)(=O)C1=CC=C(C(=C1NC(=O)C=1SC=C(N1)C(F)(F)F)Cl)OC (N-(6-acetyl-2-chloro-3-methoxyphenyl)-4-trifluoromethylthiazole-2-carboxamide). The yield is 65.0%. RXN SMILES: [F:1][C:2]([F:12])([F:11])[C:3]1[N:4]=[C:5]([C:8]([OH:10])=O)[S:6][CH:7]=1.[NH2:13][C:14]1[C:19]([Cl:20])=[C:18]([O:21][CH3:22])[CH:17]=[CH:16][C:15]=1[C:23](=[O:25])[CH3:24].C(C1C=CC(OC)=CC=1NC(C1SC=C(C(C)C)N=1)=O)(=O)C>>[C:23]([C:15]1[C:14]([NH:13][C:8]([C:5]2[S:6][CH:7]=[C:3]([C:2]([F:1])([F:12])[F:11])[N:4]=2)=[O:10])=[C:19]([Cl:20])[C:18]([O:21][CH3:22])=[CH:17][CH:16]=1)(=[O:25])[CH3:24]. Procedure: Compound 64d was synthesized from 4-(trifluoromethyl)-1,3-thiazole-2-carboxylic acid and 1-(2-amino-3-chloro-4-methoxyphenyl)-ethanone as a beige solid in 65% yield, following the procedure as described for compound 42a. Reported procedure: Using the procedure described for 32E, (±)-(2R*,3S*)-2-methyl-2-nitro-1,3-butanediol (32A, 41.1 g, 0.276 mol) gave 46.12 g (93.5%) of (±)-(2R*,3S*)-2-amino-2-methyl-1,3-butanediol acetate, mp 163°-165°, (C,H,N). Reaction SMILES: [C:1]([OH:4])(=[O:3])[CH3:2].[NH2:5][C@@:6]([CH3:12])([C@H:9]([OH:11])[CH3:10])[CH2:7][OH:8].C[C@]([N+]([O-])=O)([C@@H](O)C)CO>>[C:1]([OH:4])(=[O:3])[CH3:2].[NH2:5][C@@:6]([CH3:12])([C@@H:9]([OH:11])[CH3:10])[CH2:7][OH:8] |f:0.1,3.4|. Isolated yield 93.5%. The product is C(C)(=O)O.N[C@](CO)([C@H](C)O)C ((±)-(2R*,3S*)-2-amino-2-methyl-1,3-butanediol acetate). Starting materials: C(C)(=O)O.N[C@](CO)([C@@H](C)O)C ((±)-(2R*,3R*)-2-Amino-2-methyl-1,3-butanediol acetate), C[C@@](CO)([C@H](C)O)[N+](=O)[O-] ((±)-(2R*,3S*)-2-methyl-2-nitro-1,3-butanediol).